Task: describe an organic reaction: reactants, conditions, products, and yield. Dataset: the Open Reaction Database (ORD), a public repository of structured organic reaction records Reactants: BrC1=CC=C(C=O)C=C1 (4-Bromobenzaldehyde), CC(C)(C#C)O (2-methyl-3-butyn-2-ol). The reagents and catalysts are [Cu]I (CuI), Cl[Pd]([P](C1=CC=CC=C1)(C2=CC=CC=C2)C3=CC=CC=C3)([P](C4=CC=CC=C4)(C5=CC=CC=C5)C6=CC=CC=C6)Cl (Pd(PPh3)2Cl2). Reaction conditions: temperature 40 celsius, time 2 hour. Product: CC(C#CC1=CC=C(C=O)C=C1)(C)O (4-(3-Methyl-3-hydroxy-1-butyn-1-yl)benzaldehyde). Yield: 96.3%. RXN SMILES: Br[C:2]1[CH:9]=[CH:8][C:5]([CH:6]=[O:7])=[CH:4][CH:3]=1.[CH3:10][C:11]([OH:15])([C:13]#[CH:14])[CH3:12]>Cl[Pd](Cl)([P](C1C=CC=CC=1)(C1C=CC=CC=1)C1C=CC=CC=1)[P](C1C=CC=CC=1)(C1C=CC=CC=1)C1C=CC=CC=1.[Cu]I>[CH3:10][C:11]([OH:15])([CH3:12])[C:13]#[C:14][C:2]1[CH:9]=[CH:8][C:5]([CH:6]=[O:7])=[CH:4][CH:3]=1 |^1:18,37|. Reported procedure: 4-Bromobenzaldehyde (3.0 g, 16 mmol), Pd(PPh3)2Cl2 (110 mg, 0.170 mmol) and CuI (16 mg, 0.07 mmol) were placed in a Schienk flask. The flask was then evacuated and purged with argon (3 times) on the Schienk line. Then freshly distilled and degassed TEA (32 mL) was added, and after purging with argon, 2-methyl-3-butyn-2-ol (1.90 mL, 19.4 mmol) was added. The reaction mixture was stirred for 2 h at 40° C. (The progress of the reaction was monitored by GC-MS). T he reaction mixture was evaporated t... Reactants: CN1CCC2(CC(CO2)=O)CC1 (8-Methyl-1-oxa-8-azaspiro[4.5]decan-3-one), Cl.NO (Hydroxylamine hydrochloride). Run in CO (methanol). Conditions: time 8 hour. Yields the product CN1CCC2(CC(CO2)=NO)CC1 (8-Methyl-1-oxa-8-azaspiro[4.5]decan-3-one oxime). As a reaction SMILES: [CH3:1][N:2]1[CH2:12][CH2:11][C:5]2([O:9][CH2:8][C:7](=O)[CH2:6]2)[CH2:4][CH2:3]1.Cl.[NH2:14][OH:15]>CO>[CH3:1][N:2]1[CH2:12][CH2:11][C:5]2([O:9][CH2:8][C:7](=[N:14][OH:15])[CH2:6]2)[CH2:4][CH2:3]1 |f:1.2|. Procedure details: The compound of Example 2 (0.6 g, 3.5 mmol) was dissolved in methanol (50 ml) and placed under nitrogen. Hydroxylamine hydrochloride was added and the reaction was stirred at room temperature overnight.